Dataset: the Open Reaction Database (ORD), a public repository of structured organic reaction records. Task: describe an organic reaction: reactants, conditions, products, and yield Starting materials: C(C)(C)(C)OC(NC1=C(C=C(C=C1)C(F)(F)F)NC(CC(=O)C1=CC(=CC=C1)C1=CC(=NC(=C1)COC1OCCCC1)C)=O)=O ((RS)-[2-(3-{3-[2-methyl-6-(tetrahydro-pyran-2-yloxymethyl)-pyridin-4-yl]-phenyl}-3-oxo-propionylamino)-4-trifluoromethyl-phenyl]-carbamic acid tert-butyl ester), C(=O)(C(F)(F)F)O (TFA). Solvent: C(Cl)Cl (CH2Cl2). The product is OCC1=NC(=CC(=C1)C=1C=C(C=CC1)C1=NC2=C(NC(C1)=O)C=C(C=C2)C(F)(F)F)C (4-[3-(2-Hydroxymethyl-6-methyl-pyridin-4-yl)-phenyl]-8-trifluoromethyl-1,3-dihydro-benzo[b][1,4]diazepin-2-one), solid. Yield: 67.0%. RXN SMILES: C(OC(=O)[NH:7][C:8]1[CH:13]=[CH:12][C:11]([C:14]([F:17])([F:16])[F:15])=[CH:10][C:9]=1[NH:18][C:19](=[O:44])[CH2:20][C:21]([C:23]1[CH:28]=[CH:27][CH:26]=[C:25]([C:29]2[CH:34]=[C:33]([CH2:35][O:36]C3CCCCO3)[N:32]=[C:31]([CH3:43])[CH:30]=2)[CH:24]=1)=O)(C)(C)C.C(O)(C(F)(F)F)=O>C(Cl)Cl>[OH:36][CH2:35][C:33]1[CH:34]=[C:29]([C:25]2[CH:24]=[C:23]([C:21]3[CH2:20][C:19](=[O:44])[NH:18][C:9]4[CH:10]=[C:11]([C:14]([F:17])([F:15])[F:16])[CH:12]=[CH:13][C:8]=4[N:7]=3)[CH:28]=[CH:27][CH:26]=2)[CH:30]=[C:31]([CH3:43])[N:32]=1. Reported procedure: The title compound was prepared from (RS)-[2-(3-{3-[2-methyl-6-(tetrahydro-pyran-2-yloxymethyl)-pyridin-4-yl]-phenyl}-3-oxo-propionylamino)-4-trifluoromethyl-phenyl]-carbamic acid tert-butyl ester (Example M302) (0.46 g, 0.73 mmol) by treatment with TFA in CH2Cl2 according to the general procedure N. Obtained as a light yellow solid (210 mg, 67%). Reactants: C(C)(C)[N-]C(C)C.[Li+] (lithium diisopropylamide), C(C)(C)NC(C)C (diisopropylamine), C(CCC)[Li] (n-butyllithium), NC=1SC=C(N1)C(C)C1=CC(=C(C=C1)C1=CC=CC=C1)F (2-amino-4-(1-(2-fluoro-4-biphenylyl)ethyl)thiazole), CN=C=S (methylisothiocyanate). Run in O1CCCC1 (tetrahydrofuran), O1CCCC1 (tetrahydrofuran), O1CCCC1 (tetrahydrofuran). Run at time 20 minute. Yields the product CNC(=S)NC=1SC=C(N1)C(C)C1=CC(=C(C=C1)C1=CC=CC=C1)F (N-methyl-N'-(4-(1-(2-fluoro-4-biphenylyl)ethyl)thiazol-2-yl)thiourea). Yield: 37.3%. RXN SMILES: C([N-]C(C)C)(C)C.[Li+].C(NC(C)C)(C)C.C([Li])CCC.[NH2:21][C:22]1[S:23][CH:24]=[C:25]([CH:27]([C:29]2[CH:34]=[CH:33][C:32]([C:35]3[CH:40]=[CH:39][CH:38]=[CH:37][CH:36]=3)=[C:31]([F:41])[CH:30]=2)[CH3:28])[N:26]=1.[CH3:42][N:43]=[C:44]=[S:45]>O1CCCC1>[CH3:42][NH:43][C:44]([NH:21][C:22]1[S:23][CH:24]=[C:25]([CH:27]([C:29]2[CH:34]=[CH:33][C:32]([C:35]3[CH:36]=[CH:37][CH:38]=[CH:39][CH:40]=3)=[C:31]([F:41])[CH:30]=2)[CH3:28])[N:26]=1)=[S:45] |f:0.1|. Procedure details: To lithium diisopropylamide in tetrahydrofuran prepared with diisopropylamine (0.187 g, 1.85 mmol) and n-butyllithium (1.9 mmol) was added 2-amino-4-(1-(2-fluoro-4-biphenylyl)ethyl)thiazole (0.50 g, 1.68 mmol) in tetrahydrofuran at -70° C. After the mixture was stirred for 20 min, methylisothiocyanate (0.131 g, 1.8 mmol) in tetrahydrofuran was added to the mixture. After the mixture was stirred at room temperature for 3.5 h, the mixture was evaporated under reduced pressure to a residue, which w...